Dataset: the Open Reaction Database (ORD), a public repository of structured organic reaction records. Task: describe an organic reaction: reactants, conditions, products, and yield Starting materials: CC(=O)O, CO, Cc1ccc(OCC(O)CNc2cc[nH]c(=O)c2-c2nc3c(Cl)c4c(cc3[nH]2)C(=O)N(C2CCN(C)CC2)C4=O)c(C)c1, [Zn]. Yields the product Cc1ccc(OCC(O)CNc2cc[nH]c(=O)c2-c2nc3c(Cl)c4c(cc3[nH]2)C(=O)N(C2CCN(C)CC2)C4)c(C)c1. As a reaction SMILES: [C:44]([OH:45])(=[O:46])[CH3:47].[CH3:48][OH:49].[Cl:1][c:2]1[c:3]2[n:4][c:5](-[c:23]3[c:24](=[O:43])[nH:25][cH:26][cH:27][c:28]3[NH:29][CH2:30][CH:31]([CH2:32][O:33][c:34]3[c:35]([CH3:41])[cH:36][c:37]([CH3:40])[cH:38][cH:39]3)[OH:42])[nH:6][c:7]2[cH:8][c:9]2[c:13]1[C:12](=[O:14])[N:11]([CH:15]1[CH2:16][CH2:17][N:18]([CH3:21])[CH2:19][CH2:20]1)[C:10]2=[O:22].[Zn:50]>>[Cl:1][c:2]1[c:3]2[n:4][c:5](-[c:23]3[c:24](=[O:43])[nH:25][cH:26][cH:27][c:28]3[NH:29][CH2:30][CH:31]([CH2:32][O:33][c:34]3[c:35]([CH3:41])[cH:36][c:37]([CH3:40])[cH:38][cH:39]3)[OH:42])[nH:6][c:7]2[cH:8][c:9]2[c:13]1[CH2:12][N:11]([CH:15]1[CH2:16][CH2:17][N:18]([CH3:21])[CH2:19][CH2:20]1)[C:10]2=[O:22]. Starting materials: [N+](=O)([O-])C1=CC=C(C=C1)O (para-nitrophenol), BrCCCCCl (1-bromo-4-chloro-butane), C(=O)([O-])[O-].[K+].[K+] (K2CO3). The solvent is CN(C)C=O (DMF), O (H2O). Yields the product ClCCCCOC1=CC=C(C=C1)[N+](=O)[O-] (1-(4-Chloro-butoxy)-4-nitro-benzene). The yield is 93.3%. As a reaction SMILES: [N+:1]([C:4]1[CH:9]=[CH:8][C:7]([OH:10])=[CH:6][CH:5]=1)([O-:3])=[O:2].Br[CH2:12][CH2:13][CH2:14][CH2:15][Cl:16].C([O-])([O-])=O.[K+].[K+]>CN(C=O)C.O>[Cl:16][CH2:15][CH2:14][CH2:13][CH2:12][O:10][C:7]1[CH:8]=[CH:9][C:4]([N+:1]([O-:3])=[O:2])=[CH:5][CH:6]=1 |f:2.3.4|. Reported procedure: A mixture of para-nitrophenol (0.83 g, 6 mmoles), 1-bromo-4-chloro-butane (1.23 g, 7.2 mmoles), and K2CO3 (1.24 g, 9 mmoles) was stirred together in DMF at 80° C. for 1 hour. Reaction mixture was diluted with H2O, extracted with EtOAc, washed with water (2×), brine (1×), dried over Na2SO4, and concentrated under vacuum. The crude product was purified by HPLC using as eluent 30% EtOAc/hexane to afford the title compound as an off-white solid (1.28 g, 5.6 mmoles). Starting materials: [Br-], O=C(c1ccccc1)c1cc(C(=O)c2ccccc2)c(O)cc1O, C=CCCl, CCCC[N+](CCCC)(CCCC)CCCC, [Na+], [OH-]. Yields the product C=CCc1c(O)c(C(=O)c2ccccc2)cc(C(=O)c2ccccc2)c1O. RXN SMILES: [Br-:31].[C:1]([c:2]1[cH:3][cH:4][cH:5][cH:6][cH:7]1)(=[O:8])[c:9]1[c:10]([OH:24])[cH:11][c:12]([OH:13])[c:14]([C:16]([c:17]2[cH:18][cH:19][cH:20][cH:21][cH:22]2)=[O:23])[cH:15]1.[CH2:27]([CH:28]=[CH2:29])[Cl:30].[CH3:32][CH2:33][CH2:34][CH2:35][N+:36]([CH2:37][CH2:38][CH2:39][CH3:40])([CH2:41][CH2:42][CH2:43][CH3:44])[CH2:45][CH2:46][CH2:47][CH3:48].[Na+:26].[OH-:25]>>[C:1]([c:2]1[cH:3][cH:4][cH:5][cH:6][cH:7]1)(=[O:8])[c:9]1[c:10]([OH:24])[c:11]([CH2:29][CH:28]=[CH2:27])[c:12]([OH:13])[c:14]([C:16]([c:17]2[cH:18][cH:19][cH:20][cH:21][cH:22]2)=[O:23])[cH:15]1. Starting materials: C(#N)C1=C(OCC(=O)NC2=NC=C(C=C2)Cl)C=CC(=C1)OC ((2-cyano-4-methoxyphenoxy)-N-(5-chloropyridin-2-yl)acetamide), B(Br)(Br)Br (boron tribromide), ice water. The solvent is ClCCl (dichloromethane). Reaction conditions: time 26 hour. The product is C(#N)C1=C(OCC(=O)NC2=NC=C(C=C2)Cl)C=CC(=C1)O ((2-Cyano-4-hydroxyphenoxy)-N-(5-chloropyridin-2-yl)acetamide). The yield is 44.5%. As a reaction SMILES: [C:1]([C:3]1[CH:20]=[C:19]([O:21]C)[CH:18]=[CH:17][C:4]=1[O:5][CH2:6][C:7]([NH:9][C:10]1[CH:15]=[CH:14][C:13]([Cl:16])=[CH:12][N:11]=1)=[O:8])#[N:2].B(Br)(Br)Br>ClCCl>[C:1]([C:3]1[CH:20]=[C:19]([OH:21])[CH:18]=[CH:17][C:4]=1[O:5][CH2:6][C:7]([NH:9][C:10]1[CH:15]=[CH:14][C:13]([Cl:16])=[CH:12][N:11]=1)=[O:8])#[N:2]. Reported procedure: To the suspension of (2-cyano-4-methoxyphenoxy)-N-(5-chloropyridin-2-yl)acetamide (40.0 g) obtained in Reference Example 59 in dichloromethane (2000 ml), boron tribromide (173 g) is added at −58° C. dropwise over 40 minutes. The reaction solution is stirred for 26 hours with keeping the internal temperature between −20° C. and 0° C., and then poured to an ice-water. The precipitated solid is collected by filtration, washed with water, and then dried under reduced pressure. A part of the resultin... Reactants: ClC=1C=C(N)C=CC1[N+](=O)[O-] (3-chloro-4-nitroaniline), CN(C=O)C (dimethylformamide), C([O-])([O-])=O.[K+].[K+] (potassium carbonate), CS (methyl mercaptan). Product: CSC=1C=C(N)C=CC1[N+](=O)[O-] (3-methylthio-4-nitroaniline). Run in O (water). RXN SMILES: CN(C)C=O.C(=O)([O-])[O-].[K+].[K+].[CH3:12][SH:13].Cl[C:15]1[CH:16]=[C:17]([CH:19]=[CH:20][C:21]=1[N+:22]([O-:24])=[O:23])[NH2:18]>O>[CH3:12][S:13][C:15]1[CH:16]=[C:17]([CH:19]=[CH:20][C:21]=1[N+:22]([O-:24])=[O:23])[NH2:18] |f:1.2.3|. Reported procedure: A mixture of dry dimethylformamide (150 ml) and potassium carbonate (12.0 g) is stirred and methyl mercaptan is introduced as a gas for 45 minutes. After stirring for another 45 minutes, 3-chloro-4-nitroaniline (10.0 g) is added. The mixture is stirred and heated at 120°-130° C. for 18 hours. It is then cooled and poured into water (1 liter), the precipitate is collected and recrystallized from methanol to afford 8 grams of 3-methylthio-4-nitroaniline, m.p. 178°-182° C.